Task: describe an organic reaction: reactants, conditions, products, and yield. Dataset: the Open Reaction Database (ORD), a public repository of structured organic reaction records Starting materials: N1=CC=NC=2SC3=C(NC21)C=C(C=C3)CNC(=S)NC(C3=CC=CC=C3)=O (N-(10H-pyrazino[2,3-b][1,4]benzothiazin-8-ylmethyl)-N′-benzoylthiourea), aqueous solution, [OH-].[K+] (potassium hydroxide), CO (methanol), O1CCCC1 (tetrahydrofuran). The solvent is O (water), C(C)(=O)OCC (ethyl acetate). Reaction conditions: temperature 50 celsius. The product is N1=CC=NC=2SC3=C(NC21)C=C(C=C3)CNC(=S)N (N-(10H-Pyrazino[2,3-b][1,4]benzothiazin-8-ylmethyl)thiourea). The yield is 76.1%. As a reaction SMILES: [N:1]1[C:10]2[NH:9][C:8]3[CH:11]=[C:12]([CH2:15][NH:16][C:17]([NH:19]C(=O)C4C=CC=CC=4)=[S:18])[CH:13]=[CH:14][C:7]=3[S:6][C:5]=2[N:4]=[CH:3][CH:2]=1.[OH-].[K+].CO.O1CCCC1>C(OCC)(=O)C.O>[N:1]1[C:10]2[NH:9][C:8]3[CH:11]=[C:12]([CH2:15][NH:16][C:17]([NH2:19])=[S:18])[CH:13]=[CH:14][C:7]=3[S:6][C:5]=2[N:4]=[CH:3][CH:2]=1 |f:1.2|. Reported procedure: 250 mg of N-(10H-pyrazino[2,3-b][1,4]benzothiazin-8-ylmethyl)-N′-benzoylthiourea was added to a mixture of a 20% aqueous solution of potassium hydroxide (5 ml) with methanol (5 ml). After further adding a small portion of tetrahydrofuran, the resulting mixture was heated to 50° C. for 5 minutes. Then the reaction mixture was brought back to room temperature and distributed into water and ethyl acetate. The organic layer was extracted, washed with water and dried over anhydrous sodium sulfate. Af...